This data is from the Open Reaction Database (ORD), a public repository of structured organic reaction records. The task is: describe an organic reaction: reactants, conditions, products, and yield Reaction SMILES: C(N1C2C(=CC=CC=2)C(C2C(O)=C[C:19]3[O:20]COC=3C=2)C1=O)CCCCC.[Br:27][C:28]1[CH:36]=[CH:35][CH:34]=[C:33]2[C:29]=1[CH:30]([C:38]1[C:39]([OH:47])=[CH:40][C:41]3[O:45][CH2:44][CH2:43][C:42]=3[CH:46]=1)[C:31](=[O:37])[NH:32]2.BrCC(OCC)=O.C=O>>[Br:27][C:28]1[CH:36]=[CH:35][CH:34]=[C:33]2[C:29]=1[C:30]([C:38]1[C:39]([OH:47])=[CH:40][C:41]3[O:45][CH2:44][CH2:43][C:42]=3[CH:46]=1)([CH2:19][OH:20])[C:31](=[O:37])[NH:32]2. Product: BrC1=C2C(C(NC2=CC=C1)=O)(CO)C=1C(=CC2=C(CCO2)C1)O (4-bromo-3-(6-hydroxy-2,3-dihydro-1-benzofuran-5-yl)-3-(hydroxymethyl)-1,3-dihydro-2H-indol-2-one). Reported procedure: Following the procedure as described in PREPARATION 31D, and making non-critical variations to replace 1-hexyl-3-(6-hydroxy-1,3-benzodioxol-5-yl)-1,3-dihydro-2H-indol-2-one with 4-bromo-3-(6-hydroxy-2,3-dihydro-1-benzofuran-5-yl)-1,3-dihydro-2H-indol-2-one, and ethyl bromoacetate with para-formaldehyde, the title compound was obtained that was used directly for further reaction. Reactants: 31D, BrCC(=O)OCC (ethyl bromoacetate), C=O (para-formaldehyde), C(CCCCC)N1C(C(C2=CC=CC=C12)C1=CC2=C(OCO2)C=C1O)=O (1-hexyl-3-(6-hydroxy-1,3-benzodioxol-5-yl)-1,3-dihydro-2H-indol-2-one), BrC1=C2C(C(NC2=CC=C1)=O)C=1C(=CC2=C(CCO2)C1)O (4-bromo-3-(6-hydroxy-2,3-dihydro-1-benzofuran-5-yl)-1,3-dihydro-2H-indol-2-one).